Dataset: the Open Reaction Database (ORD), a public repository of structured organic reaction records. Task: describe an organic reaction: reactants, conditions, products, and yield Reactants: COc1nc(C)c(Br)c(C)c1Cl, [Li]CCCC, C1CCOC1, [Cl-], [NH4+]. The product is COc1nc(C)cc(C)c1Cl. RXN SMILES: [Br:1][c:2]1[c:3]([CH3:12])[n:4][c:5]([O:10][CH3:11])[c:6]([Cl:9])[c:7]1[CH3:8].[CH2:13]([Li:14])[CH2:15][CH2:16][CH3:17].[CH2:20]1[O:21][CH2:22][CH2:23][CH2:24]1.[Cl-:18].[NH4+:19]>>[cH:2]1[c:3]([CH3:12])[n:4][c:5]([O:10][CH3:11])[c:6]([Cl:9])[c:7]1[CH3:8]. The product is C(CCCCC(=O)OC1=CC(=CC=C1)O)(=O)OC1=CC(=CC=C1)O (bis(3-hydroxyphenyl) adipate). The reactants are C1(O)=CC(O)=CC=C1 (resorcin), C(CCCCC(=O)Cl)(=O)Cl (adipoyl chloride), C1(O)=CC(O)=CC=C1 (RS), aqueous solution, [OH-].[Na+] (NaOH), O (water). RXN SMILES: [C:1]1([CH:8]=[CH:7][CH:6]=[C:4]([OH:5])[CH:3]=1)[OH:2].[OH-:9].[Na+].[C:11](Cl)(=[O:19])[CH2:12][CH2:13][CH2:14][CH2:15][C:16](Cl)=[O:17].[OH2:21]>CC(CC(C)C)=O>[C:11]([O:19][C:1]1[CH:8]=[CH:7][CH:6]=[C:4]([OH:21])[CH:3]=1)(=[O:9])[CH2:12][CH2:13][CH2:14][CH2:15][C:16]([O:2][C:1]1[CH:8]=[CH:7][CH:6]=[C:4]([OH:5])[CH:3]=1)=[O:17] |f:1.2|. Reaction conditions: temperature 10 celsius, time 1 hour. The solvent is CC(=O)CC(C)C (MIBK), CC(=O)CC(C)C (methylisobutyl ketone). Reported procedure: 110.2 g (1.0 mol) of resorcin (hereinafter abbreviated as RS) is dissolved in 110 g of methylisobutyl ketone (hereinafter abbreviated as MIBK) and partially neutralized by adding 26.7 g (0.204 mol) of an aqueous solution of 30.6 weight % of NaOH. Thereafter, the resulting mixture is cooled to 10° C. and added dropwise with 18.3 g (0.10 mol) of adipoyl chloride (hereinafter abbreviated as ADC) over 1 hour while maintaining at 10-15° C. to conduct esterification reaction, which is matured at the s...